From a dataset of the Open Reaction Database (ORD), a public repository of structured organic reaction records. describe an organic reaction: reactants, conditions, products, and yield The reactants are CS(=O)(=O)N (methanesulfonamide), [H-].[Na+] (sodium hydride), CC1(C(NC2=CC=C(C=C2C1)C(=O)O)C1=CC(=CC=C1)N1CCN(CC1)C1=C(C=CC=C1)C)C (3,3-dimethyl-2-[3-(4-o-tolyl-piperazin-1-yl)-phenyl]-1,2,3,4-tetrahydro-quinoline-6-carboxylic acid), C(=O)(N1C=NC=C1)N1C=NC=C1 (1,1′-carbonyldiimidazole), [H-].[Na+] (sodium hydride), CS(=O)(=O)N (methanesulfonamide). Run in CN(C=O)C (N,N-dimethylformamide), CN(C=O)C (N,N-dimethylformamide), CN(C=O)C (N,N-dimethylformamide). Run at temperature 25 celsius, time 1 hour. Product: CC1(C(NC2=CC=C(C=C2C1)C(=O)NS(=O)(=O)C)C1=CC(=CC=C1)N1CCN(CC1)C1=C(C=CC=C1)C)C (N-{3,3-dimethyl-2-[3-(4-o-tolyl-piperazin-1-yl)-phenyl]-1,2,3,4-tetrahydro-quinoline-6-carbonyl}methanesulfonamide). Isolated yield 19.6%. As a reaction SMILES: [H-].[Na+].[CH3:3][S:4]([NH2:7])(=[O:6])=[O:5].[CH3:8][C:9]1([CH3:41])[CH2:18][C:17]2[C:12](=[CH:13][CH:14]=[C:15]([C:19](O)=[O:20])[CH:16]=2)[NH:11][CH:10]1[C:22]1[CH:27]=[CH:26][CH:25]=[C:24]([N:28]2[CH2:33][CH2:32][N:31]([C:34]3[CH:39]=[CH:38][CH:37]=[CH:36][C:35]=3[CH3:40])[CH2:30][CH2:29]2)[CH:23]=1.C(N1C=CN=C1)(N1C=CN=C1)=O>CN(C)C=O>[CH3:8][C:9]1([CH3:41])[CH2:18][C:17]2[C:12](=[CH:13][CH:14]=[C:15]([C:19]([NH:7][S:4]([CH3:3])(=[O:6])=[O:5])=[O:20])[CH:16]=2)[NH:11][CH:10]1[C:22]1[CH:27]=[CH:26][CH:25]=[C:24]([N:28]2[CH2:29][CH2:30][N:31]([C:34]3[CH:39]=[CH:38][CH:37]=[CH:36][C:35]=3[CH3:40])[CH2:32][CH2:33]2)[CH:23]=1 |f:0.1|. Procedure details: To a suspension of 60% sodium hydride (172 mg, 4.3 mmol) in N,N-dimethylformamide (1.5 mL) was added methanesulfonamide (418 mg, 4.4 mmol) at room temperature. The resulting mixture was stirred at 25° C. for 1 h. A solution of 3,3-dimethyl-2-[3-(4-o-tolyl-piperazin-1-yl)-phenyl]-1,2,3,4-tetrahydro-quinoline-6-carboxylic acid (200 mg, 0.44 mmol), and 1,1′-carbonyldiimidazole (170 mg, 1.04 mmol) in N,N-dimethylformamide (2.0 mL) was stirred at 70° C. After stirring at 70° C. for 1 h, the above sus... Starting materials: CCc1ccc(N)cc1, Cc1nc(Cl)c2ccccc2n1. Product: CCc1ccc(Nc2nc(C)nc3ccccc23)cc1. Reaction SMILES: [CH2:13]([CH3:14])[c:15]1[cH:16][cH:17][c:18]([NH2:21])[cH:19][cH:20]1.[Cl:1][c:2]1[n:3][c:4]([CH3:12])[n:5][c:6]2[cH:7][cH:8][cH:9][cH:10][c:11]12>>[c:2]1([NH:21][c:18]2[cH:17][cH:16][c:15]([CH2:13][CH3:14])[cH:20][cH:19]2)[n:3][c:4]([CH3:12])[n:5][c:6]2[cH:7][cH:8][cH:9][cH:10][c:11]12. Procedure details: A solution of Step 1 intermediate, Intermediate 10 (400 mg, 1.548 mmol) in DMF (15 ml) was treated with Cs2CO3 (1.513 g, 4.645 mmol) slowly at room temperature. The reaction temperature was raised to 80° C. at which the chloro-difluoro-methane (ClCHF2) gas was passed into the reaction mixture till TLC indicated completion of the reaction. The reaction mixture was diluted with ethyl acetate, washed with water and brine, dried over anhydrous Na2SO4 and purified using column chromatography to affor... RXN SMILES: C([O:3][C:4]1[CH:9]=[CH:8][C:7]([C:10]2[C:15](=[O:16])[N:14]3[CH:17]=[CH:18][S:19][C:13]3=[N:12][C:11]=2[CH3:20])=[CH:6][CH:5]=1)C.C([O-])([O-])=O.[Cs+].[Cs+].Cl[CH:28]([F:30])[F:29]>CN(C=O)C.C(OCC)(=O)C>[F:29][CH:28]([F:30])[O:3][C:4]1[CH:5]=[CH:6][C:7]([C:10]2[C:15](=[O:16])[N:14]3[CH:17]=[CH:18][S:19][C:13]3=[N:12][C:11]=2[CH3:20])=[CH:8][CH:9]=1 |f:1.2.3|. The reactants are ClC(F)F (chloro-difluoro-methane), solution, C(C)OC1=CC=C(C=C1)C1=C(N=C2N(C1=O)C=CS2)C (6-(4-Ethoxyphenyl)-7-methyl-5H-[1,3]thiazolo[3,2-a]pyrimidin-5-one), C(=O)([O-])[O-].[Cs+].[Cs+] (Cs2CO3). The product is FC(OC1=CC=C(C=C1)C1=C(N=C2N(C1=O)C=CS2)C)F (6-[4-(Difluoromethoxy)phenyl]-7-methyl-5H-[1,3]thiazolo[3,2-a]-pyrimidin-5-one). Solvent: CN(C)C=O (DMF), C(C)(=O)OCC (ethyl acetate). The yield is 91.0%. Procedure details: To a solution of 2-[4-(benzyloxycarbonyl)piperazin-1-yl]-4-[(1R,4S)-(4-hydroxycyclopent-2-en-1-yl)oxy]quinazoline [cf. Example 35(3)] (6.31 g) and methyl iodide (4.00 g) in dimethylformamide (52 ml) is added 60% sodium hydride (in oil) (678 mg) with stirring under ice-cooling, and the mixture is stirred at room temperature for 4 hours. The reaction mixture is diluted with ethyl acetate, and washed with water 5 times. The ethyl acetate solution is dried over anhydrous magnesium sulfate and evapor... Reaction SMILES: [CH2:1]([O:8][C:9]([N:11]1[CH2:16][CH2:15][N:14]([C:17]2[N:26]=[C:25]([O:27][C@@H:28]3[CH2:32][C@H:31]([OH:33])[CH:30]=[CH:29]3)[C:24]3[C:19](=[CH:20][CH:21]=[CH:22][CH:23]=3)[N:18]=2)[CH2:13][CH2:12]1)=[O:10])[C:2]1[CH:7]=[CH:6][CH:5]=[CH:4][CH:3]=1.[CH3:34]I.[H-].[Na+]>CN(C)C=O.C(OCC)(=O)C>[CH2:1]([O:8][C:9]([N:11]1[CH2:12][CH2:13][N:14]([C:17]2[N:26]=[C:25]([O:27][C@@H:28]3[CH2:32][C@H:31]([O:33][CH3:34])[CH:30]=[CH:29]3)[C:24]3[C:19](=[CH:20][CH:21]=[CH:22][CH:23]=3)[N:18]=2)[CH2:15][CH2:16]1)=[O:10])[C:2]1[CH:3]=[CH:4][CH:5]=[CH:6][CH:7]=1 |f:2.3|. Reactants: C(C1=CC=CC=C1)OC(=O)N1CCN(CC1)C1=NC2=CC=CC=C2C(=N1)O[C@H]1C=C[C@H](C1)O (2-[4-(benzyloxycarbonyl)piperazin-1-yl]-4-[(1R,4S)-(4-hydroxycyclopent-2-en-1-yl)oxy]quinazoline), CI (methyl iodide), [H-].[Na+] (sodium hydride). The solvent is C(C)(=O)OCC (ethyl acetate), CN(C=O)C (dimethylformamide). Product: C(C1=CC=CC=C1)OC(=O)N1CCN(CC1)C1=NC2=CC=CC=C2C(=N1)O[C@H]1C=C[C@H](C1)OC (2-[4-(benzyloxycarbonyl)piperazin-1-yl]-4-[(1R,4S)-(4-methoxycyclopent-2-en-1-yl)oxy]quinazoline). The reactants are COC(/C=C(\C)/[O-])=O.[Na+] (sodium (2E)-4-methoxy-4-oxo-2-buten-2-olate), ice water, [I-].[K+] (potassium iodide), BrCCCC1=CC=CC=C1 (1-bromo-3-phenylpropane). Solvent: CN1C(N(CCC1)C)=O (1,3-dimethyltetrahydro-2(1H)-pyrimidone). Conditions: temperature 80 celsius. Yields the product COC(C(CCCC1=CC=CC=C1)C(C)=O)=O (Methyl-2-acetyl-5-phenylpentanoate). Reaction SMILES: [CH3:1][O:2][C:3](=[O:8])/[CH:4]=[C:5](/[O-:7])\[CH3:6].[Na+].[I-].[K+].Br[CH2:13][CH2:14][CH2:15][C:16]1[CH:21]=[CH:20][CH:19]=[CH:18][CH:17]=1>CN1CCCN(C)C1=O>[CH3:1][O:2][C:3](=[O:8])[CH:4]([C:5](=[O:7])[CH3:6])[CH2:13][CH2:14][CH2:15][C:16]1[CH:21]=[CH:20][CH:19]=[CH:18][CH:17]=1 |f:0.1,2.3|. Procedure details: 85 g (616 mmol) of sodium (2E)-4-methoxy-4-oxo-2-buten-2-olate suspended in 1,3-dimethyltetrahydro-2(1H)-pyrimidone and 3.50 g (21.1 mmol) of potassium iodide are treated dropwise with 129 g (646 mmol) of 1-bromo-3-phenylpropane and the mixture is stirred under reflux at 80° C. for 1 h. The cooled mixture is then added to ice water and extracted with diethyl ether. The ether phase is washed with sodium thiosulphate solution, dried, concentrated and chromatographed. The eluent used is cyclohexane...